From a dataset of the Open Reaction Database (ORD), a public repository of structured organic reaction records. describe an organic reaction: reactants, conditions, products, and yield Starting materials: C(C)OC=1C=C(C=CC1OCC)C=C(C(=O)O)S (β-(3,4-diethoxyphenyl)-α-mercaptoacrylic acid), S([O-])(O)=O.[Na+] (sodium bisulfite), O1CCOCC1 (dioxane), II (iodine). RXN SMILES: [CH2:1]([O:3][C:4]1[CH:5]=[C:6]([CH:13]=[C:14]([SH:18])[C:15]([OH:17])=[O:16])[CH:7]=[CH:8][C:9]=1[O:10][CH2:11][CH3:12])[CH3:2].O1CCOCC1.II.S(=O)(O)[O-].[Na+]>O>[CH2:1]([O:3][C:4]1[C:9]([O:10][CH2:11][CH3:12])=[CH:8][C:7]2[S:18][C:14]([C:15]([OH:17])=[O:16])=[CH:13][C:6]=2[CH:5]=1)[CH3:2] |f:3.4|. Reported procedure: Two grams of β-(3,4-diethoxyphenyl)-α-mercaptoacrylic acid were dissolved in 68.5 ml. of dioxane. To the solution were added 2.74 g. of iodine. The solution was heated at 60°-70° C. for 22 hours. The reaction was then poured into 550 ml. of water, decolorized with 11.0 g. of sodium bisulfite, and stirred vigorously for several minutes. The crude product was collected by filtration and dissolved in approximately 15 ml. of a warm 10% sodium hydroxide solution. The alkaline solution was treated wit... Product: C(C)OC=1C(=CC2=C(C=C(S2)C(=O)O)C1)OCC (5,6-diethoxybenzothiophene-2-carboxylic acid). Solvent: O (water). Starting materials: C(C=C)(=O)OC (methyl acrylate), N(=NC(C#N)(C)C)C(C#N)(C)C (azobisisobutyronitrile), C=CC1=CC=CC=C1 (styrene), O1CCCC1 (tetrahydrofuran). The solvent is CO (methanol). Product: C(C=C)(=O)OC.C=CC1=CC=CC=C1 (Methyl Acrylate Styrene). As a reaction SMILES: [C:1]([O:5][CH3:6])(=[O:4])[CH:2]=[CH2:3].[CH2:7]=[CH:8][C:9]1[CH:14]=[CH:13][CH:12]=[CH:11][CH:10]=1.O1CCCC1.N(C(C)(C)C#N)=NC(C)(C)C#N>CO>[C:1]([O:5][CH3:6])(=[O:4])[CH:2]=[CH2:3].[CH2:7]=[CH:8][C:9]1[CH:14]=[CH:13][CH:12]=[CH:11][CH:10]=1 |f:5.6|. Procedure: In a 1000-ml three-necked round-bottomed flask equipped with stirrer, thermometer, and dry nitrogen sweep were placed methyl acrylate (x g), styrene 100-x g, tetrahydrofuran (400 ml), and azobisisobutyronitrile (1 g). The stirred solution was heated at reflux for 24 hours. The cooled solution (100 ml portion) was slowly poured into methanol (400 ml) being agitated in a blender. The resulting white precipitate was collected on a Buchner funnel, sucked dry, slurried with fresh methanol (to remove ...